From a dataset of the Open Reaction Database (ORD), a public repository of structured organic reaction records. describe an organic reaction: reactants, conditions, products, and yield Starting materials: BrC1=CC=C2C(=CNC2=C1)C(C(F)(F)F)=O (1-(6-Bromo-1H-indol-3-yl)-2,2,2-trifluoro-ethanone), C[Mg]Cl (methylmagnesiumchloride). Yields the product BrC1=CC=C2C(=CNC2=C1)C(C(F)(F)F)(C)O (2-(6-bromo-1H-indol-3-yl)-1,1,1-trifluoro-propan-2-ol). RXN SMILES: [Br:1][C:2]1[CH:10]=[C:9]2[C:5]([C:6]([C:11](=[O:16])[C:12]([F:15])([F:14])[F:13])=[CH:7][NH:8]2)=[CH:4][CH:3]=1.[CH3:17][Mg]Cl>>[Br:1][C:2]1[CH:10]=[C:9]2[C:5]([C:6]([C:11]([OH:16])([CH3:17])[C:12]([F:13])([F:14])[F:15])=[CH:7][NH:8]2)=[CH:4][CH:3]=1. Procedure details: 1-(6-Bromo-1H-indol-3-yl)-2,2,2-trifluoro-ethanone is treated with methylmagnesiumchloride at −78° C. to rt to obtain 2-(6-bromo-1H-indol-3-yl)-1,1,1-trifluoro-propan-2-ol, which is coupled with 8-(1-methyl-1H-pyrazol-4-yl)-[1,2,4]triazolo[1,5-a]pyrazin-2-ylamine following general procedure 2. The reactants are FC1=CC=C(C(=C1NC(=O)C1=CC2=C(S1)CCCC2)C)B2OC(C(O2)(C)C)(C)C (N-(6-Fluoro-2-methyl-3-(4,4,5,5-tetramethyl-1,3,2-dioxaborolan-2-yl)phenyl)-4,5,6,7-tetrahydro benzo[b]thiophene-2-carboxamide), tetrakis(triphenyl phosphine)palladium(0), O1CCOCC1 (1,4-dioxane), C([O-])([O-])=O.[Na+].[Na+] (sodium carbonate), BrC=1N=C(C(N(C1)CC)=O)NC1=CC=C(C=C1)C1N(CCNC1=O)CC (5-Bromo-3-(4-(1-ethyl-3-oxopiperazin-2-yl)phenylamino]-ethylpyrazin-2(1H)-one). Run in O (water). Product: C(C)N1C(C(NCC1)=O)C1=CC=C(C=C1)NC=1C(N(C=C(N1)C=1C(=C(C(=CC1)F)NC(=O)C1=CC2=C(S1)CCCC2)C)C)=O (N-(3-(6-(4-(1-Ethyl-3-oxopiperazin-2-yl)phenylamino)-4-methyl-5-oxo-4,5-dihydropyrazin-2-yl)-6-fluoro-2-methylphenyl)-4,5,6,7-tetrahydrobenzo[b]thiophene-2-carboxamide). Yield: 41.0%. RXN SMILES: O1CCOCC1.C(=O)([O-])[O-].[Na+].[Na+].Br[C:14]1[N:15]=[C:16]([NH:23][C:24]2[CH:29]=[CH:28][C:27]([CH:30]3[C:35](=[O:36])[NH:34][CH2:33][CH2:32][N:31]3[CH2:37][CH3:38])=[CH:26][CH:25]=2)[C:17](=[O:22])[N:18]([CH2:20]C)[CH:19]=1.[F:39][C:40]1[C:45]([NH:46][C:47]([C:49]2[S:53][C:52]3[CH2:54][CH2:55][CH2:56][CH2:57][C:51]=3[CH:50]=2)=[O:48])=[C:44]([CH3:58])[C:43](B2OC(C)(C)C(C)(C)O2)=[CH:42][CH:41]=1>O>[CH2:37]([N:31]1[CH2:32][CH2:33][NH:34][C:35](=[O:36])[CH:30]1[C:27]1[CH:26]=[CH:25][C:24]([NH:23][C:16]2[C:17](=[O:22])[N:18]([CH3:20])[CH:19]=[C:14]([C:43]3[C:44]([CH3:58])=[C:45]([NH:46][C:47]([C:49]4[S:53][C:52]5[CH2:54][CH2:55][CH2:56][CH2:57][C:51]=5[CH:50]=4)=[O:48])[C:40]([F:39])=[CH:41][CH:42]=3)[N:15]=2)=[CH:29][CH:28]=1)[CH3:38] |f:1.2.3|. Reported procedure: A 100-mL single-neck round-bottomed flask equipped with a magnetic stirrer, reflux condenser and nitrogen inlet was charged with 1,4-dioxane (13 mL), water (3 mL) and sodium carbonate (417 mg, 3.93 mmol). After bubbling nitrogen through the resulting mixture for 15 min, 34 (150 mg, 0.370 mmol), N-(6-Fluoro-2-methyl-3-(4,4,5,5-tetramethyl-1,3,2-dioxaborolan-2-yl)phenyl)-4,5,6,7-tetrahydro benzo[b]thiophene-2-carboxamide. (192 mg, 0.460 mmol and tetrakis(triphenyl phosphine)palladium(0) (75 mg, 0.... Reactants: C(C)(C)(C)OC(=O)N1C[C@@H](N(CC1)C=1C(=NC2=CC=C(C=C2N1)C(=O)OC)C1=CC=C(C=C1)F)C (methyl 3-[(2S)-4-[(tert-butoxy)carbonyl]-2-methylpiperazin-1-yl]-2-(4-fluorophenyl)quinoxaline-6-carboxylate), C(=O)(C(F)(F)F)O (CF3COOH), [OH-].[Na+] (sodium hydroxide). Run in ClCCl (dichloromethane), O (water). Conditions: time 8 hour. Yields the product FC1=CC=C(C=C1)C1=NC2=CC=C(C=C2N=C1N1[C@H](CNCC1)C)C(=O)O (2-(4-fluorophenyl)-3-[(2S)-2-methylpiperazin-1-yl]quinoxaline-6-carboxylic acid). The yield is 15.7%. Reaction SMILES: C(OC([N:8]1[CH2:13][CH2:12][N:11]([C:14]2[C:15]([C:28]3[CH:33]=[CH:32][C:31]([F:34])=[CH:30][CH:29]=3)=[N:16][C:17]3[C:22]([N:23]=2)=[CH:21][C:20]([C:24]([O:26]C)=[O:25])=[CH:19][CH:18]=3)[C@@H:10]([CH3:35])[CH2:9]1)=O)(C)(C)C.C(O)(C(F)(F)F)=O.[OH-].[Na+]>ClCCl.O>[F:34][C:31]1[CH:32]=[CH:33][C:28]([C:15]2[C:14]([N:11]3[CH2:12][CH2:13][NH:8][CH2:9][C@@H:10]3[CH3:35])=[N:23][C:22]3[C:17](=[CH:18][CH:19]=[C:20]([C:24]([OH:26])=[O:25])[CH:21]=3)[N:16]=2)=[CH:29][CH:30]=1 |f:2.3|. Procedure: To a solution of methyl 3-[(2S)-4-[(tert-butoxy)carbonyl]-2-methylpiperazin-1-yl]-2-(4-fluorophenyl)quinoxaline-6-carboxylate (260 mg, 0.54 mmol) in dichloromethane (30 mL) was added CF3COOH (2 mL). The resulting solution was stirred overnight at room temperature and then concentrated in vacuo. The residue was dissolved in methanol (15 mL), and sodium hydroxide (20 mg, 0.50 mmol) in water (1 mL) was added. The resulting solution was stirred overnight at room temperature and concentrated in vacuo... Starting materials: ice, COCCO[AlH2-]OCCOC.[Na+] (Red-Al), NC1=NC(=C(C(=C1C(=O)OCC)C1=CC=C(C=C1)C)C(=O)OC)C (3-ethyl 5-methyl 2-amino-6-methyl-4-(p-tolyl)pyridine-3,5-dicarboxylate). Run in O1CCCC1 (tetrahydrofuran), O1CCCC1 (tetrahydrofuran). Conditions: temperature 0 celsius, time 1 hour. Product: NC1=NC(=C(C(=O)OC)C(=C1CO)C1=CC=C(C=C1)C)C (methyl 6-amino-5-(hydroxymethyl)-2-methyl-4-(p-tolyl)nicotinate). Yield: 88.1%. Reaction SMILES: COCCO[AlH2-]OCCOC.[Na+].[NH2:13][C:14]1[C:19]([C:20](OCC)=[O:21])=[C:18]([C:25]2[CH:30]=[CH:29][C:28]([CH3:31])=[CH:27][CH:26]=2)[C:17]([C:32]([O:34][CH3:35])=[O:33])=[C:16]([CH3:36])[N:15]=1>O1CCCC1>[NH2:13][C:14]1[C:19]([CH2:20][OH:21])=[C:18]([C:25]2[CH:26]=[CH:27][C:28]([CH3:31])=[CH:29][CH:30]=2)[C:17]([C:32]([O:34][CH3:35])=[O:33])=[C:16]([CH3:36])[N:15]=1 |f:0.1|. Procedure details: An ice cold solution of Red-Al (65% in toluene) (3.55 ml, 11.63 mmol) in tetrahydrofuran (THF) (3.3 ml) was treated dropwise with a solution of 3-ethyl 5-methyl 2-amino-6-methyl-4-(p-tolyl)pyridine-3,5-dicarboxylate (1.91 g, 5.82 mmol) in tetrahydrofuran (THF) (23 ml). After stirring for 1 hour at 0° C., the reaction was quenched with water slowly, then diluted with EtOAc (10 mL) and 20% aq. NaOH (2 mL). The mixture was stirred for 20 min at rt, filtered, extracted with EtOAc, washed with brine,... Reactants: CCC(CC)(c1ccc(C#CC(OCOC)(C(F)(F)F)C(F)(F)F)c(C)c1)c1ccc(B2OC(C)(C)C(C)(C)O2)c(C)c1, COC(=O)Cc1cncc(Br)c1, CN(C)C=O, [K+], [K+], [K+], O=P([O-])([O-])[O-]. Yields the product CCC(CC)(c1ccc(C#CC(OCOC)(C(F)(F)F)C(F)(F)F)c(C)c1)c1ccc(-c2cncc(CC(=O)OC)c2)c(C)c1. As a reaction SMILES: [CH2:1]([CH3:2])[C:3]([CH2:4][CH3:5])([c:6]1[cH:7][c:8]([CH3:27])[c:9]([C:12]#[C:13][C:14]([C:15]([F:16])([F:17])[F:18])([C:19]([F:20])([F:21])[F:22])[O:23][CH2:24][O:25][CH3:26])[cH:10][cH:11]1)[c:28]1[cH:29][c:30]([CH3:43])[c:31]([B:34]2[O:35][C:36]([CH3:37])([CH3:38])[C:39]([CH3:40])([CH3:41])[O:42]2)[cH:32][cH:33]1.[CH3:44][O:45][C:46]([CH2:47][c:48]1[cH:49][n:50][cH:51][c:52]([Br:54])[cH:53]1)=[O:55].[CH3:64][N:65]([CH3:66])[CH:67]=[O:68].[K+:61].[K+:62].[K+:63].[P:56]([O-:57])([O-:58])([O-:59])=[O:60]>>[CH2:1]([CH3:2])[C:3]([CH2:4][CH3:5])([c:6]1[cH:7][c:8]([CH3:27])[c:9]([C:12]#[C:13][C:14]([C:15]([F:16])([F:17])[F:18])([C:19]([F:20])([F:21])[F:22])[O:23][CH2:24][O:25][CH3:26])[cH:10][cH:11]1)[c:28]1[cH:29][c:30]([CH3:43])[c:31](-[c:52]2[cH:51][n:50][cH:49][c:48]([CH2:47][C:46]([O:45][CH3:44])=[O:55])[cH:53]2)[cH:32][cH:33]1.